Dataset: the Open Reaction Database (ORD), a public repository of structured organic reaction records. Task: describe an organic reaction: reactants, conditions, products, and yield Reaction SMILES: [C:1]([CH3:2])([CH3:3])([CH3:4])[NH:5][S:6](=[O:7])(=[O:8])[c:9]1[c:10](-[c:15]2[cH:16][c:17]([F:40])[c:18]([NH:21][C:22](=[O:23])[CH2:24][c:25]3[n:26][c:27]([NH:30][C:31]([c:32]4[cH:33][cH:34][c:35]([Cl:38])[cH:36][cH:37]4)=[O:39])[s:28][cH:29]3)[cH:19][cH:20]2)[cH:11][cH:12][cH:13][cH:14]1.[CH3:46][OH:47].[Cl:42][CH:43]([Cl:44])[Cl:45].[ClH:41]>>[NH2:5][S:6](=[O:7])(=[O:8])[c:9]1[c:10](-[c:15]2[cH:16][c:17]([F:40])[c:18]([NH:21][C:22](=[O:23])[CH2:24][c:25]3[n:26][c:27]([NH:30][C:31]([c:32]4[cH:33][cH:34][c:35]([Cl:38])[cH:36][cH:37]4)=[O:39])[s:28][cH:29]3)[cH:19][cH:20]2)[cH:11][cH:12][cH:13][cH:14]1. Starting materials: CC(C)(C)NS(=O)(=O)c1ccccc1-c1ccc(NC(=O)Cc2csc(NC(=O)c3ccc(Cl)cc3)n2)c(F)c1, CO, ClC(Cl)Cl, Cl. Product: NS(=O)(=O)c1ccccc1-c1ccc(NC(=O)Cc2csc(NC(=O)c3ccc(Cl)cc3)n2)c(F)c1.